describe an organic reaction: reactants, conditions, products, and yield From a dataset of the Open Reaction Database (ORD), a public repository of structured organic reaction records. Procedure: To a solution of 8-Azetidin-3-yl-2-(2-isopropyl-5-methyl-2H-[1,2,4]triazol-3-yl)-4,5-dihydro-6-oxa-3-thia-1-aza-benzo[e]azulene (0.811 g, 0.000786 mol) in ethanol (4.0 mL, 0.068 mol) was added methyl vinyl sulfone (0.0703 mL, 0.000786 mol) via syringe. The reaction was stirred at room temperature overnight. The mixture was partitioned between saturated sodium bicarbonate and methylene chloride and extracted 3 times with methylene chloride. The organic phases were combined, dried with MgSO4, and ... The product is C(C)(C)N1N=C(N=C1C=1SC=2CCOC3=C(C2N1)C=CC(=C3)C3CN(C3)CCS(=O)(=O)C)C (2-(2-Isopropyl-5-methyl-2H-[1,2,4]triazol-3-yl)-8-[1-(2-methanesulfonyl-ethyl)-azetidin-3-yl]-4,5-dihydro-6-oxa-3-thia-1-aza-benzo[e]azulene). Reactants: N1CC(C1)C1=CC2=C(C=3N=C(SC3CCO2)C=2N(N=C(N2)C)C(C)C)C=C1 (8-Azetidin-3-yl-2-(2-isopropyl-5-methyl-2H-[1,2,4]triazol-3-yl)-4,5-dihydro-6-oxa-3-thia-1-aza-benzo[e]azulene), C(C)O (ethanol), C(=C)S(=O)(=O)C (methyl vinyl sulfone). Conditions: time 8 hour. Reaction SMILES: [NH:1]1[CH2:4][CH:3]([C:5]2[CH:27]=[CH:26][C:8]3[C:9]4[N:10]=[C:11]([C:17]5[N:18]([CH:23]([CH3:25])[CH3:24])[N:19]=[C:20]([CH3:22])[N:21]=5)[S:12][C:13]=4[CH2:14][CH2:15][O:16][C:7]=3[CH:6]=2)[CH2:2]1.C(O)C.[CH:31]([S:33]([CH3:36])(=[O:35])=[O:34])=[CH2:32]>>[CH:23]([N:18]1[C:17]([C:11]2[S:12][C:13]3[CH2:14][CH2:15][O:16][C:7]4[CH:6]=[C:5]([CH:3]5[CH2:4][N:1]([CH2:32][CH2:31][S:33]([CH3:36])(=[O:35])=[O:34])[CH2:2]5)[CH:27]=[CH:26][C:8]=4[C:9]=3[N:10]=2)=[N:21][C:20]([CH3:22])=[N:19]1)([CH3:25])[CH3:24]. Isolated yield 55.7%.